Task: describe an organic reaction: reactants, conditions, products, and yield. Dataset: the Open Reaction Database (ORD), a public repository of structured organic reaction records Reactants: ClC=1C=CC=2N(N1)C=C(N2)NC(C)=O (N-(6-chloroimidazo[1,2-b]pyridazin-2-yl)acetamide), CC1=CC=C(C=C1)S(=O)(=O)NC1=CC(=CC=C1)B1OC(C(O1)(C)C)(C)C (4-methyl-N-(3-(4,4,5,5-tetramethyl-1,3,2-dioxaborolan-2-yl)phenyl)benzenesulfonamide), C([O-])([O-])=O.[Na+].[Na+] (sodium carbonate). Reagents/catalysts: Cl[Pd]([P](C1=CC=CC=C1)(C2=CC=CC=C2)C3=CC=CC=C3)([P](C4=CC=CC=C4)(C5=CC=CC=C5)C6=CC=CC=C6)Cl (Bis(triphenylphosphine)palladium(II) chloride). The solvent is CN(C)C=O (DMF). Run at temperature 100 celsius, time 2 hour. Yields the product CC1=CC=C(C=C1)S(=O)(=O)NC=1C=C(C=CC1)C=1C=CC=2N(N1)C=C(N2)NC(C)=O (N-(6-(3-(4-Methylphenylsulfonamido)phenyl)imidazo[1,2-b]pyridazin-2-yl)acetamide). RXN SMILES: Cl[C:2]1[CH:3]=[CH:4][C:5]2[N:6]([CH:8]=[C:9]([NH:11][C:12](=[O:14])[CH3:13])[N:10]=2)[N:7]=1.[CH3:15][C:16]1[CH:21]=[CH:20][C:19]([S:22]([NH:25][C:26]2[CH:31]=[CH:30][CH:29]=[C:28](B3OC(C)(C)C(C)(C)O3)[CH:27]=2)(=[O:24])=[O:23])=[CH:18][CH:17]=1.C(=O)([O-])[O-].[Na+].[Na+]>Cl[Pd](Cl)([P](C1C=CC=CC=1)(C1C=CC=CC=1)C1C=CC=CC=1)[P](C1C=CC=CC=1)(C1C=CC=CC=1)C1C=CC=CC=1.CN(C=O)C>[CH3:15][C:16]1[CH:17]=[CH:18][C:19]([S:22]([NH:25][C:26]2[CH:31]=[C:30]([C:2]3[CH:3]=[CH:4][C:5]4[N:6]([CH:8]=[C:9]([NH:11][C:12](=[O:14])[CH3:13])[N:10]=4)[N:7]=3)[CH:29]=[CH:28][CH:27]=2)(=[O:24])=[O:23])=[CH:20][CH:21]=1 |f:2.3.4,^1:49,68|. Reported procedure: To a 10-mL, round-bottomed flask was added N-(6-chloroimidazo[1,2-b]pyridazin-2-yl)acetamide from Step 4 (0.060 g, 0.28 mmol), 4-methyl-N-(3-(4,4,5,5-tetramethyl-1,3,2-dioxaborolan-2-yl)phenyl)benzenesulfonamide (0.19 g, 0.51 mmol, Aldrich, St. Louis, Mo.), DMF (3.0 mL), and aq. sodium carbonate (0.85 mL, 1.7 mmol, 2 M). The mixture was carefully evacuated and backfilled with N2. Bis(triphenylphosphine)palladium(II) chloride (20 mg, 0.028 mmol, Strem Chemical, Inc., Newburyport, Mass.) was added... Starting materials: [Si](C)(C)(C(C)(C)C)OC[C@@H]1N([C@H](C2=CC=CC(=C2C1)/C=C/C(=O)OCC)C)C(CC1=C(C=CC=C1Cl)Cl)=O (ethyl (2E)-3-{(1S,3R)-3-({[tert-butyl(dimethyl)silyl]oxy}methyl)-2-[(2,6-dichlorophenyl)acetyl]-1-methyl-1,2,3,4-tetrahydroisoquinolin-5-yl}prop-2-enoate). Reagents/catalysts: [B-](F)(F)(F)F.CC(P(C(C)C)[C]1[CH][CH][CH][CH]1)C.CC(P(C(C)C)[C]1[CH][CH][CH][CH]1)C.C1/C=C\CC/C=C\C1.[Fe].[Rh] (1,1′-bis(di-i-propylphosphino)ferrocene(1,5-cyclooctadiene)rhodium(I) tetrafluoroborate). Solvent: hexanes, CO (methanol). Yields the product [Si](C)(C)(C(C)(C)C)OC[C@@H]1N([C@H](C2=CC=CC(=C2C1)CCC(=O)OCC)C)C(CC1=C(C=CC=C1Cl)Cl)=O (ethyl 3-{(1S,3R)-3-({[tert-butyl(dimethyl)silyl]oxy}methyl)-2-[(2,6-dichlorophenyl)acetyl]-1-methyl-1,2,3,4-tetrahydroisoquinolin-5-yl}propanoate). Yield: 91.3%. As a reaction SMILES: [Si:1]([O:8][CH2:9][C@H:10]1[CH2:19][C:18]2[C:13](=[CH:14][CH:15]=[CH:16][C:17]=2/[CH:20]=[CH:21]/[C:22]([O:24][CH2:25][CH3:26])=[O:23])[C@H:12]([CH3:27])[N:11]1[C:28](=[O:38])[CH2:29][C:30]1[C:35]([Cl:36])=[CH:34][CH:33]=[CH:32][C:31]=1[Cl:37])([C:4]([CH3:7])([CH3:6])[CH3:5])([CH3:3])[CH3:2]>CO.[B-](F)(F)(F)F.CC(C)P([C]1[CH][CH][CH][CH]1)C(C)C.CC(C)P([C]1[CH][CH][CH][CH]1)C(C)C.C1CC=CCCC=C1.[Fe].[Rh]>[Si:1]([O:8][CH2:9][C@H:10]1[CH2:19][C:18]2[C:13](=[CH:14][CH:15]=[CH:16][C:17]=2[CH2:20][CH2:21][C:22]([O:24][CH2:25][CH3:26])=[O:23])[C@H:12]([CH3:27])[N:11]1[C:28](=[O:38])[CH2:29][C:30]1[C:31]([Cl:37])=[CH:32][CH:33]=[CH:34][C:35]=1[Cl:36])([C:4]([CH3:5])([CH3:6])[CH3:7])([CH3:3])[CH3:2] |f:2.3.4.5.6.7,^1:49,50,51,52,53,61,62,63,64,65|. Reported procedure: In the dry box to a 85 ml Parr autoclave with stir bar and glass liner, add 1,1′-bis(di-i-propylphosphino)ferrocene(1,5-cyclooctadiene)rhodium(I) tetrafluoroborate (7 mg, 0.010 mmol). Add ethyl (2E)-3-{(1S,3R)-3-({[tert-butyl(dimethyl)silyl]oxy}methyl)-2-[(2,6-dichlorophenyl)acetyl]-1-methyl-1,2,3,4-tetrahydroisoquinolin-5-yl}prop-2-enoate (133 mg, 0.23 mmol) as a solution in anhydrous methanol (5 mL). Seal the autoclave and remove from the dry box. Purge the vessel with hydrogen and pressurize ... Starting materials: N1C(=NCC1)C1OCCC=2C(=CC=CC12)C#N (1-(4,5-Dihydro-1H-imidazol-2-yl)isochroman-5-carbonitrile), C(C)(=O)N (acetamide), C1CCOC1 (THF). Reagents/catalysts: Cl[Zn]Cl (zink chloride). Solvent: O (water). The product is N1C(=NCC1)C1OCCC=2C(=CC=CC12)C(=O)N (1-(4,5-Dihydro-1H-imidazol-2-yl)isochroman-5-carboxamide). RXN SMILES: [NH:1]1[CH2:5][CH2:4][N:3]=[C:2]1[CH:6]1[C:15]2[CH:14]=[CH:13][CH:12]=[C:11]([C:16]#[N:17])[C:10]=2[CH2:9][CH2:8][O:7]1.C(N)(=[O:20])C.C1COCC1>Cl[Zn]Cl.O>[NH:3]1[CH2:4][CH2:5][N:1]=[C:2]1[CH:6]1[C:15]2[CH:14]=[CH:13][CH:12]=[C:11]([C:16]([NH2:17])=[O:20])[C:10]=2[CH2:9][CH2:8][O:7]1. Procedure: The mixture of 1-(4,5-dihydro-1H-imidazol-2-yl)isochroman-5-carbonitrile (example 5, 75 mg), acetamide (39 mg), zink chloride (45 mg), THF (0.5 ml) and water (0.5 ml) was heated in a microwave reactor for 50 seconds at 320 W. The title compound was purified by applying method A. (Yield 15 mg).